Dataset: the Open Reaction Database (ORD), a public repository of structured organic reaction records. Task: describe an organic reaction: reactants, conditions, products, and yield Starting materials: C#CCBr, Cc1ccccc1, Nc1ccc2c(c1)OC(F)(F)C(F)(F)O2, Fc1ccccc1. Yields the product C#CCNc1ccc2c(c1)OC(F)(F)C(F)(F)O2. RXN SMILES: [CH2:16]([C:17]#[CH:18])[Br:19].[CH3:20][c:21]1[cH:22][cH:23][cH:24][cH:25][cH:26]1.[F:1][C:2]1([F:15])[C:3]([F:13])([F:14])[O:4][c:5]2[c:6]([cH:8][cH:9][c:10]([NH2:12])[cH:11]2)[O:7]1.[F:27][c:28]1[cH:29][cH:30][cH:31][cH:32][cH:33]1>>[F:1][C:2]1([F:15])[C:3]([F:13])([F:14])[O:4][c:5]2[c:6]([cH:8][cH:9][c:10]([NH:12][CH2:18][C:17]#[CH:16])[cH:11]2)[O:7]1. The reactants are C(C)(C)OC=1C=C(C=CC1OC(C)C)C1=C(C(=NC2=CC(=C(C=C12)OC(C)C)OC)CN1N=CN=C1)C(=O)OCC (ethyl 4-(3,4-diisopropoxyphenyl)-6-isopropoxy-7-methoxy-2-(1,2,4-triazol-1-ylmethyl)quinoline-3-carboxylate), O (water). Reagents/catalysts: [Ti](Cl)(Cl)(Cl)Cl (Titanium tetrachloride). Run in ClCCl (dichloromethane). Reaction conditions: time 10 hour. The product is OC=1C=C(C=CC1O)C1=C(C(=NC2=CC(=C(C=C12)O)OC)CN1N=CN=C1)C(=O)OCC (ethyl 4-(3,4-dihydroxyphenyl)-6-hydroxy-7-methoxy-2-(1,2,4-triazol-1-ylmethyl)quinoline-3-carboxylate). The yield is 25.5%. Reaction SMILES: C([O:4][C:5]1[CH:6]=[C:7]([C:15]2[C:24]3[C:19](=[CH:20][C:21]([O:29][CH3:30])=[C:22]([O:25]C(C)C)[CH:23]=3)[N:18]=[C:17]([CH2:31][N:32]3[CH:36]=[N:35][CH:34]=[N:33]3)[C:16]=2[C:37]([O:39][CH2:40][CH3:41])=[O:38])[CH:8]=[CH:9][C:10]=1[O:11]C(C)C)(C)C.O>ClCCl.[Ti](Cl)(Cl)(Cl)Cl>[OH:4][C:5]1[CH:6]=[C:7]([C:15]2[C:24]3[C:19](=[CH:20][C:21]([O:29][CH3:30])=[C:22]([OH:25])[CH:23]=3)[N:18]=[C:17]([CH2:31][N:32]3[CH:36]=[N:35][CH:34]=[N:33]3)[C:16]=2[C:37]([O:39][CH2:40][CH3:41])=[O:38])[CH:8]=[CH:9][C:10]=1[OH:11]. Procedure details: Titanium tetrachloride (TiCl4)(316 mg) was added at 0° C. to a solution of ethyl 4-(3,4-diisopropoxyphenyl)-6-isopropoxy-7-methoxy-2-(1,2,4-triazol-1-ylmethyl)quinoline-3-carboxylate (96.0 mg) in dichloromethane (1.0 ml), and the mixture was stirred at the same temperature for 10 hours. The reaction mixture was poured into water and extracted with ethyl acetate. The ethyl acetate layer was washed with a saturated aqueous sodium bicarbonate solution and water, and dried over magnesium sulfate. Th... Reactants: CN(C)CCCCl, CN(C)C=O, Cl, Fc1ccc2c(Nc3ccncc3)csc2c1, [H-], [Na+]. The product is CN(C)CCCN(c1ccncc1)c1csc2cc(F)ccc12. Reaction SMILES: [CH3:21][N:22]([CH2:23][CH2:24][CH2:25][Cl:26])[CH3:27].[CH3:28][N:29]([CH3:30])[CH:31]=[O:32].[ClH:20].[F:1][c:2]1[cH:3][cH:4][c:5]2[c:6]([s:7][cH:8][c:9]2[NH:10][c:11]2[cH:12][cH:13][n:14][cH:15][cH:16]2)[cH:17]1.[H-:18].[Na+:19]>>[F:1][c:2]1[cH:3][cH:4][c:5]2[c:6]([s:7][cH:8][c:9]2[N:10]([c:11]2[cH:12][cH:13][n:14][cH:15][cH:16]2)[CH2:25][CH2:24][CH2:23][N:22]([CH3:21])[CH3:27])[cH:17]1. Reactants: CCO, CCOC=C(C(=O)OCC)C(=O)OCC, Nc1cccc(N)c1. Product: CCOC(=O)C(=CNc1cccc(N)c1)C(=O)OCC. RXN SMILES: [CH2:24]([OH:25])[CH3:26].[CH2:9]([O:10][CH:12]=[C:13]([C:14](=[O:15])[O:16][CH2:17][CH3:18])[C:19](=[O:20])[O:21][CH2:22][CH3:23])[CH3:11].[c:1]1([NH2:8])[cH:2][c:3]([NH2:7])[cH:4][cH:5][cH:6]1>>[c:1]1([NH:8][CH:12]=[C:13]([C:14](=[O:15])[O:16][CH2:17][CH3:18])[C:19](=[O:20])[O:21][CH2:22][CH3:23])[cH:2][c:3]([NH2:7])[cH:4][cH:5][cH:6]1.